From a dataset of the Open Reaction Database (ORD), a public repository of structured organic reaction records. describe an organic reaction: reactants, conditions, products, and yield The reactants are CCOC(=O)C=CC=C(c1ccc(OC)cc1)c1ccc(OC)cc1, CO, [Na+], [OH-]. The product is COc1ccc(C(=CC=CC(=O)O)c2ccc(OC)cc2)cc1. As a reaction SMILES: [CH2:1]([CH3:2])[O:3][C:4]([CH:5]=[CH:6][CH:7]=[C:8]([c:9]1[cH:10][cH:11][c:12]([O:15][CH3:16])[cH:13][cH:14]1)[c:17]1[cH:18][cH:19][c:20]([O:23][CH3:24])[cH:21][cH:22]1)=[O:25].[CH3:26][OH:27].[Na+:29].[OH-:28]>>[O:3]=[C:4]([CH:5]=[CH:6][CH:7]=[C:8]([c:9]1[cH:10][cH:11][c:12]([O:15][CH3:16])[cH:13][cH:14]1)[c:17]1[cH:18][cH:19][c:20]([O:23][CH3:24])[cH:21][cH:22]1)[OH:25]. The reactants are COC(COC1=C(C=C(C=C1)SCC=C(C1=CC(=CC=C1)C(F)(F)F)C1=CC(=CC=C1)C(F)(F)F)C)=O ({4-[3,3-Bis-(3-trifluoromethyl-phenyl)-allylsulfanyl]-2-methyl-phenoxy}-acetic acid methyl ester), C(C)O (ethanol), Cl (HCl). Reaction conditions: temperature 5 celsius, time 18 hour. Yields the product FC(C=1C=C(C=CC1)C(=CCSC1=CC(=C(OCC(=O)O)C=C1)C)C1=CC(=CC=C1)C(F)(F)F)(F)F ({4-[3,3-Bis-(3-trifluoromethyl-phenyl)-allylsulfanyl]-2-methyl-phenoxy}-acetic acid). As a reaction SMILES: C[O:2][C:3](=[O:37])[CH2:4][O:5][C:6]1[CH:11]=[CH:10][C:9]([S:12][CH2:13][CH:14]=[C:15]([C:26]2[CH:31]=[CH:30][CH:29]=[C:28]([C:32]([F:35])([F:34])[F:33])[CH:27]=2)[C:16]2[CH:21]=[CH:20][CH:19]=[C:18]([C:22]([F:25])([F:24])[F:23])[CH:17]=2)=[CH:8][C:7]=1[CH3:36].C(O)C.Cl>>[F:34][C:32]([F:33])([F:35])[C:28]1[CH:27]=[C:26]([C:15]([C:16]2[CH:21]=[CH:20][CH:19]=[C:18]([C:22]([F:24])([F:25])[F:23])[CH:17]=2)=[CH:14][CH2:13][S:12][C:9]2[CH:10]=[CH:11][C:6]([O:5][CH2:4][C:3]([OH:37])=[O:2])=[C:7]([CH3:36])[CH:8]=2)[CH:31]=[CH:30][CH:29]=1. Procedure: {4-[3,3-Bis-(3-trifluoromethyl-phenyl)-allylsulfanyl]-2-methyl-phenoxy}-acetic acid methyl ester (100 mg, 0.23 mmol) was dissolved in ethanol (10 ml).1N NaOH (3 ml, 3 mmol) was added at room temperature and the reaction mixture was stirred for 18 h at 5° C. after which it was treated with 1N HCl (3 ml) and extracted with dichloromethane (2×20 ml). The combined organic phases were dried and evapotated to give the title compound in 20 mg (5%) yield. The reactants are C1(CCCCC1)C1=CC=C(OCC2CN=C(O2)N)C=C1 (5-(4-cyclohexyl-phenoxymethyl)-4,5-dihydro-oxazol-2-ylamine), FC(C#CC(=O)OCC)(F)F (ethyl 4,4,4-trifluoro-2-butynoate). Run in C(C)O (ethanol). Conditions: temperature 170 celsius. Product: C1(CCCCC1)C1=CC=C(OCC2CN3C(=NC(C=C3C(F)(F)F)=O)O2)C=C1 (2-(4-cyclohexyl-phenoxymethyl)-5-trifluoromethyl-2,3-dihydro-oxazolo[3,2-a]pyrimidin-7-one). Isolated yield 25.3%. RXN SMILES: [CH:1]1([C:7]2[CH:20]=[CH:19][C:10]([O:11][CH2:12][CH:13]3[O:17][C:16]([NH2:18])=[N:15][CH2:14]3)=[CH:9][CH:8]=2)[CH2:6][CH2:5][CH2:4][CH2:3][CH2:2]1.[F:21][C:22]([F:31])([F:30])[C:23]#[C:24][C:25](OCC)=[O:26]>C(O)C>[CH:1]1([C:7]2[CH:20]=[CH:19][C:10]([O:11][CH2:12][CH:13]3[O:17][C:16]4=[N:18][C:25](=[O:26])[CH:24]=[C:23]([C:22]([F:31])([F:30])[F:21])[N:15]4[CH2:14]3)=[CH:9][CH:8]=2)[CH2:2][CH2:3][CH2:4][CH2:5][CH2:6]1. Reported procedure: To a solution of 5-(4-cyclohexyl-phenoxymethyl)-4,5-dihydro-oxazol-2-ylamine (165 mg, 0.602 mmol) in ethanol (6 mL) was added ethyl 4,4,4-trifluoro-2-butynoate (100 mg, 0.602 mmol). The reaction mixture was heated in a microwave oven at 170° C. for 30 mins. Solvent was removed under vacuum, and the residue purified via flash column chromatography (silica gel, 1-10% EtOH/CH2Cl2) to afford 60 mg of 2-(4-cyclohexyl-phenoxymethyl)-5-trifluoromethyl-2,3-dihydro-oxazolo[3,2-a]pyrimidin-7-one as an off... The reactants are C(C)(=O)C1=CC=C(C=C1)N1C[C@H](CC1)N[C@H](C)C1=CC=CC2=CC=CC=C12 ((S)-1-(4-acetylphenyl)pyrrolidin-3-yl-[(R)-1-(naphthalen-1-yl)ethyl]amine), C1(=CC=CC2=CC=CC=C12)[C@@H](C)N[C@@H]1CN(CC1)C1=CC=C(C(=O)OC(C)(C)C)C=C1 (tert-butyl 4-[(S)-3-[(R)-1-(naphthalen-1-yl)ethylamino]pyrrolidin-1-yl]benzoate), FC(C(=O)O)(F)F (trifluoroacetic acid), C(Cl)(Cl)Cl (chloroform). Run at time 16 hour. Yields the product Cl.C1(=CC=CC2=CC=CC=C12)[C@@H](C)N[C@@H]1CN(CC1)C1=CC=C(C(=O)O)C=C1 (4-[(S)-3-[(R)-1-(naphthalen-1-yl)ethylamino]pyrrolidin-1-yl]benzoic acid hydrochloride). As a reaction SMILES: C(C1C=CC(N2CC[C@H](N[C@@H](C3C4C(=CC=CC=4)C=CC=3)C)C2)=CC=1)(=O)C.[C:28]1([C@H:38]([NH:40][C@H:41]2[CH2:45][CH2:44][N:43]([C:46]3[CH:58]=[CH:57][C:49]([C:50]([O:52]C(C)(C)C)=[O:51])=[CH:48][CH:47]=3)[CH2:42]2)[CH3:39])[C:37]2[C:32](=[CH:33][CH:34]=[CH:35][CH:36]=2)[CH:31]=[CH:30][CH:29]=1.FC(F)(F)C(O)=O.C(Cl)(Cl)[Cl:67]>>[ClH:67].[C:28]1([C@H:38]([NH:40][C@H:41]2[CH2:45][CH2:44][N:43]([C:46]3[CH:47]=[CH:48][C:49]([C:50]([OH:52])=[O:51])=[CH:57][CH:58]=3)[CH2:42]2)[CH3:39])[C:37]2[C:32](=[CH:33][CH:34]=[CH:35][CH:36]=2)[CH:31]=[CH:30][CH:29]=1 |f:4.5|. Procedure: In the same manner as in the above-mentioned Example 1.001, tert-butyl 4-[(S)-3-[(R)-1-(naphthalen-1-yl)ethylamino]pyrrolidin-1-yl]benzoate (the compound of Example 1.020 in the following Table A2) was obtained. (2) To a solution of 103 mg of tert-butyl 4-[(S)-3-[(R)-1-(naphthalen-1-yl)ethylamino]pyrrolidin-1-yl]benzoate in 5 ml of a chloroform was added 20 ml of trifluoroacetic acid, and the mixture was stirred under room temperature for 16 hours. The reaction mixture was concentrated, toluene ... Run at time 12 hour. Starting materials: ClC=1C(=C(C=C(C1)Cl)S(=O)(=O)N(CC1=CC(=CC=C1)CNCC(C)C)CC1=CC=C(C=C1)C1=CC=C(C=C1)F)O (3,5-Dichloro-N-((4′-fluorobiphenyl-4-yl)methyl)-2-hydroxy-N-(3-((isobutyl amino)methyl)benzyl)benzene sulfonamide), ClC=1C(=C(C=C(C1)Cl)S(=O)(=O)N(CC1=CC(=CC=C1)CNCC(C)C)CC1=CC=C(C=C1)C1=CC=C(C=C1)F)O (3,5-Dichloro-N-((4′-fluorobiphenyl-4-yl)methyl)-2-hydroxy-N-(3-((isobutyl amino)methyl)benzyl)benzene sulfonamide), N1(CCCCC1)C1=NC=C(C(=O)O)C=C1 (6-(piperidin-1-yl)nicotinic acid), CCN=C=NCCCN(C)C (EDCI), CCN(C(C)C)C(C)C (DIPEA), C=1C=CC2=C(C1)N=NN2O (HOBT). Product: ClC=1C(=C(C=C(C1)Cl)S(=O)(=O)N(CC1=CC=C(C=C1)C1=CC=C(C=C1)F)CC=1C=C(CN(C(C2=CN=C(C=C2)N2CCCCC2)=O)CC(C)C)C=CC1)O (N-(3-((3,5-Dichloro-N-((4′-fluorobiphenyl-4-yl)methyl)-2-hydroxyphenylsulfonamido) methyl)benzyl)-N-isobutyl-6-(piperidin-1-yl)nicotinamide). Reported procedure: 3,5-Dichloro-N-((4′-fluorobiphenyl-4-yl)methyl)-2-hydroxy-N-(3-((isobutyl amino)methyl)benzyl)benzene sulfonamide (Compound E of Example 184, 0.04 g, 0.066 mmol, 1 eq) was dissolved in acetonitrile. DIPEA (0.034 mL, 0.198 mmol, 3 eq) was added followed by 6-(piperidin-1-yl)nicotinic acid (0.013 g, 0.066 mmol, 1 eq), EDCI (0.018 g, 0.099 mmol, 1.5 eq) and HOBT (0.013 g, 0.099 mmol, 1.5 eq). The reaction mixture was stirred at ambient temperature for 12 h and concentrated to remove the volatiles. ... Reaction SMILES: [Cl:1][C:2]1[C:3]([OH:40])=[C:4]([S:9]([N:12]([CH2:26][C:27]2[CH:32]=[CH:31][C:30]([C:33]3[CH:38]=[CH:37][C:36]([F:39])=[CH:35][CH:34]=3)=[CH:29][CH:28]=2)[CH2:13][C:14]2[CH:19]=[CH:18][CH:17]=[C:16]([CH2:20][NH:21][CH2:22][CH:23]([CH3:25])[CH3:24])[CH:15]=2)(=[O:11])=[O:10])[CH:5]=[C:6]([Cl:8])[CH:7]=1.CCN(C(C)C)C(C)C.[N:50]1([C:56]2[CH:64]=[CH:63][C:59]([C:60]([OH:62])=O)=[CH:58][N:57]=2)[CH2:55][CH2:54][CH2:53][CH2:52][CH2:51]1.CCN=C=NCCCN(C)C.C1C=CC2N(O)N=NC=2C=1>C(#N)C.C(OCC)(=O)C>[Cl:1][C:2]1[C:3]([OH:40])=[C:4]([S:9]([N:12]([CH2:13][C:14]2[CH:15]=[C:16]([CH:17]=[CH:18][CH:19]=2)[CH2:20][N:21]([CH2:22][CH:23]([CH3:25])[CH3:24])[C:60](=[O:62])[C:59]2[CH:63]=[CH:64][C:56]([N:50]3[CH2:51][CH2:52][CH2:53][CH2:54][CH2:55]3)=[N:57][CH:58]=2)[CH2:26][C:27]2[CH:28]=[CH:29][C:30]([C:33]3[CH:34]=[CH:35][C:36]([F:39])=[CH:37][CH:38]=3)=[CH:31][CH:32]=2)(=[O:11])=[O:10])[CH:5]=[C:6]([Cl:8])[CH:7]=1. Yield: 57.6%. Solvent: C(C)#N (acetonitrile), C(C)(=O)OCC (ethyl acetate). The reactants are FC(C(=O)N1C(=NC2=C1C=CC=C2)C2=CC=C(C=C2)C)(F)F (1-trifluoroacetyl-2-(4-methylphenyl)benzimidazole), BrN1C(CCC1=O)=O (N-bromosuccinimide), C(C1=CC=CC=C1)(=O)OOC(C1=CC=CC=C1)=O (benzoyl peroxide). Run in C(Cl)(Cl)(Cl)Cl (carbon tetrachloride), C(Cl)(Cl)(Cl)Cl (carbon tetrachloride). The product is FC(C(=O)N1C(=NC2=C1C=CC=C2)C2=CC=C(C=C2)CBr)(F)F (1-Trifluoroacetyl-2-(4-bromomethylphenyl)benzimidazole). RXN SMILES: [F:1][C:2]([F:22])([F:21])[C:3]([N:5]1[C:9]2[CH:10]=[CH:11][CH:12]=[CH:13][C:8]=2[N:7]=[C:6]1[C:14]1[CH:19]=[CH:18][C:17]([CH3:20])=[CH:16][CH:15]=1)=[O:4].[Br:23]N1C(=O)CCC1=O.C(OOC(=O)C1C=CC=CC=1)(=O)C1C=CC=CC=1>C(Cl)(Cl)(Cl)Cl>[F:22][C:2]([F:1])([F:21])[C:3]([N:5]1[C:9]2[CH:10]=[CH:11][CH:12]=[CH:13][C:8]=2[N:7]=[C:6]1[C:14]1[CH:19]=[CH:18][C:17]([CH2:20][Br:23])=[CH:16][CH:15]=1)=[O:4]. Reported procedure: A stirred solution of 213.0 g (0.7 mole) of 1-trifluoroacetyl-2-(4-methylphenyl)benzimidazole, 125.0 g (0.7 mole) of N-bromosuccinimide, and 3.39 g (2 mole %) of benzoyl peroxide in carbon tetrachloride is heated at reflux for 20 hours. After cooling to room temperature, the reaction is diluted by the addition of carbon tetrachloride, and the solid byproducts are removed by filtration. The filtrate is concentrated in vacuo, and the product is purified by recrystallization from tetrahydrofuran. Reactants: C(C)(C)(C)OC(CN(C1=NC(=CC=C1)CNS(=O)(=O)C=1C=NC=CC1)C(=O)OC(C)(C)C)=O (tert-butyl(tert-butoxycarbonyl{6-[(pyridin-3-ylsulfonyl)aminomethyl]pyridin-2-yl}amino)acetate), S1C(=NC=C1)C1=CC=C(CNS(=O)(=O)C=2C=NC=CC2)C=C1 (N-[4-(thiazol-2-yl)benzyl]pyridin-3-ylsulfonamide), COC=1C=CC2=C(SC(=C2)CO)C1 ((6-methoxybenzo[b]-thiophen-2-yl)methanol). The product is C(C)(C)(C)OC(CN(C1=NC(=CC=C1)C(NS(=O)(=O)C=1C=NC=CC1)CC1=CC2=C(S1)C=C(C=C2)OC)C(=O)OC(C)(C)C)=O (tert-Butyl(tert-butoxycarbonyl{6-[(6-methoxybenzo[b]thiophen-2-ylmethyl)-(pyridin-3-ylsulfonyl)aminomethyl]pyridin-2-yl}amino)acetate). Yield: 77.7%. RXN SMILES: [C:1]([O:5][C:6](=[O:33])[CH2:7][N:8]([C:26]([O:28][C:29]([CH3:32])([CH3:31])[CH3:30])=[O:27])[C:9]1[CH:14]=[CH:13][CH:12]=[C:11]([CH2:15][NH:16][S:17]([C:20]2[CH:21]=[N:22][CH:23]=[CH:24][CH:25]=2)(=[O:19])=[O:18])[N:10]=1)([CH3:4])([CH3:3])[CH3:2].S1C=CN=C1C1C=CC(CNS(C2C=NC=CC=2)(=O)=O)=CC=1.[CH3:56][O:57][C:58]1[CH:59]=[CH:60][C:61]2[CH:65]=[C:64]([CH2:66]O)[S:63][C:62]=2[CH:68]=1>>[C:1]([O:5][C:6](=[O:33])[CH2:7][N:8]([C:26]([O:28][C:29]([CH3:32])([CH3:31])[CH3:30])=[O:27])[C:9]1[CH:14]=[CH:13][CH:12]=[C:11]([CH:15]([CH2:66][C:64]2[S:63][C:62]3[CH:68]=[C:58]([O:57][CH3:56])[CH:59]=[CH:60][C:61]=3[CH:65]=2)[NH:16][S:17]([C:20]2[CH:21]=[N:22][CH:23]=[CH:24][CH:25]=2)(=[O:18])=[O:19])[N:10]=1)([CH3:4])([CH3:3])[CH3:2]. Procedure: Reaction was carried out in the same manner as in Example 2-(a) except for using tert-butyl(tert-butoxycarbonyl{6-[(pyridin-3-ylsulfonyl)aminomethyl]pyridin-2-yl}amino)acetate (69.4 mg, 0.145 mmol) obtained in Reference Example 12-(d) in place of N-[4-(thiazol-2-yl)benzyl]pyridin-3-ylsulfonamide, and using (6-methoxybenzo[b]-thiophen-2-yl)methanol (see WO 2006/106711A, 33.9 mg, 0.175 mmol) in place of tert-butyl [tert-butoxycarbonyl(6-hydroxymethylpyridin-2-yl)amino]acetate. After completion of ... The reactants are CC(C=O)=CC1=CC=CC=C1 (α-methylcinnamaldehyde), [H][H] (hydrogen), [H][H] (hydrogen). The reagents and catalysts are [Cr](=O)([O-])[O-].[Cu+2] (copper chromite). Yields the product CC(CO)CC1=CC=CC=C1 (2-methyl-3-phenylpropanol). RXN SMILES: [CH3:1][C:2](=[CH:5][C:6]1[CH:11]=[CH:10][CH:9]=[CH:8][CH:7]=1)[CH:3]=[O:4].[H][H]>[Cr]([O-])([O-])=O.[Cu+2]>[CH3:1][CH:2]([CH2:5][C:6]1[CH:11]=[CH:10][CH:9]=[CH:8][CH:7]=1)[CH2:3][OH:4] |f:2.3|. Procedure: α-methylcinnamaldehyde was hydrogenated using copper chromite (2% by weight) as catalyst at a temperature of 150° C. and a pressure of 130° C. psig hydrogen. After the uptake of hydrogen ceased, the mixture was filtered and distilled to obtain the 2-methyl-3-phenylpropanol (b.pt 100° C./1 mm). Starting materials: CC(C)c1nn2ccccc2c1-c1cccc(N)c1, CC(C)c1nn2ccccc2c1I, Nc1ccc(B(O)O)cc1, O. Yields the product CC(C)c1nn2ccccc2c1-c1ccc(N)cc1. RXN SMILES: [CH:25]([c:26]1[c:27](-[c:28]2[cH:29][c:30]([NH2:31])[cH:32][cH:33][cH:34]2)[c:35]2[cH:36][cH:37][cH:38][cH:39][n:40]2[n:41]1)([CH3:42])[CH3:43].[I:1][c:2]1[c:3]([CH:11]([CH3:12])[CH3:13])[n:4][n:5]2[c:6]1[cH:7][cH:8][cH:9][cH:10]2.[NH2:15][c:16]1[cH:17][cH:18][c:19]([B:22]([OH:23])[OH:24])[cH:20][cH:21]1.[OH2:14]>>[c:2]1(-[c:19]2[cH:18][cH:17][c:16]([NH2:15])[cH:21][cH:20]2)[c:3]([CH:11]([CH3:12])[CH3:13])[n:4][n:5]2[c:6]1[cH:7][cH:8][cH:9][cH:10]2. Reactants: CN(C)C=O, Clc1ccc(C(Cl)Cn2ccnc2)c(Cl)c1, [H-], [Na+], COC(=O)c1ccc(S)cc1. Product: COC(=O)c1ccc(SC(Cn2ccnc2)c2ccc(Cl)cc2Cl)cc1. RXN SMILES: [CH3:30][N:31]([CH3:32])[CH:33]=[O:34].[Cl:14][CH:15]([CH2:16][n:17]1[cH:18][n:19][cH:20][cH:21]1)[c:22]1[c:23]([Cl:29])[cH:24][c:25]([Cl:28])[cH:26][cH:27]1.[H-:12].[Na+:13].[SH:1][c:2]1[cH:3][cH:4][c:5]([C:6](=[O:7])[O:8][CH3:9])[cH:10][cH:11]1>>[S:1]([c:2]1[cH:3][cH:4][c:5]([C:6](=[O:7])[O:8][CH3:9])[cH:10][cH:11]1)[CH:15]([CH2:16][n:17]1[cH:18][n:19][cH:20][cH:21]1)[c:22]1[c:23]([Cl:29])[cH:24][c:25]([Cl:28])[cH:26][cH:27]1.